From a dataset of the Open Reaction Database (ORD), a public repository of structured organic reaction records. describe an organic reaction: reactants, conditions, products, and yield The reactants are CCn1cc(Cc2ccc(C(=O)NCc3ccccn3)cc2-c2ccc(OC)cc2C(=O)O)c2ccc(C(=N)N)cc21, CCO, O=C(O)C(F)(F)F. The product is CCn1cc(Cc2ccc(C(=O)NCc3ccccn3)cc2-c2ccc(OC)cc2C(=O)O)c2ccc(CN)cc21. Reaction SMILES: [C:1]([NH2:2])(=[NH:3])[c:4]1[cH:5][cH:6][c:7]2[c:8]([CH2:15][c:16]3[c:17](-[c:32]4[c:33]([C:40](=[O:41])[OH:42])[cH:34][c:35]([O:38][CH3:39])[cH:36][cH:37]4)[cH:18][c:19]([C:22]([NH:23][CH2:24][c:25]4[n:26][cH:27][cH:28][cH:29][cH:30]4)=[O:31])[cH:20][cH:21]3)[cH:9][n:10]([CH2:13][CH3:14])[c:11]2[cH:12]1.[CH3:50][CH2:51][OH:52].[F:43][C:44]([F:45])([F:46])[C:47]([OH:48])=[O:49]>>[CH2:1]([NH2:2])[c:4]1[cH:5][cH:6][c:7]2[c:8]([CH2:15][c:16]3[c:17](-[c:32]4[c:33]([C:40](=[O:41])[OH:42])[cH:34][c:35]([O:38][CH3:39])[cH:36][cH:37]4)[cH:18][c:19]([C:22]([NH:23][CH2:24][c:25]4[n:26][cH:27][cH:28][cH:29][cH:30]4)=[O:31])[cH:20][cH:21]3)[cH:9][n:10]([CH2:13][CH3:14])[c:11]2[cH:12]1.